From a dataset of the Open Reaction Database (ORD), a public repository of structured organic reaction records. describe an organic reaction: reactants, conditions, products, and yield Reactants: ClC1=CC(=C(C(=C1)[N+](=O)[O-])OC)[N+](=O)[O-] (4-chloro-2,6-dinitro-anisole), OC(CN)CO (2,3-dihydroxy-propylamine). The product is ClC1=CC(=C(NCC(CO)O)C(=C1)[N+](=O)[O-])[N+](=O)[O-] (4-chloro-2,6-dinitro-(2',3'-dihydroxy-propyl)aniline). As a reaction SMILES: [Cl:1][C:2]1[CH:7]=[C:6]([N+:8]([O-:10])=[O:9])[C:5](OC)=[C:4]([N+:13]([O-:15])=[O:14])[CH:3]=1.[OH:16][CH:17]([CH2:20][OH:21])[CH2:18][NH2:19]>>[Cl:1][C:2]1[CH:7]=[C:6]([N+:8]([O-:10])=[O:9])[C:5]([NH:19][CH2:18][CH:17]([OH:16])[CH2:20][OH:21])=[C:4]([N+:13]([O-:15])=[O:14])[CH:3]=1. Reported procedure: 0.25 g of 4-chloro-2,6-dinitro-anisole (Kohn and Kramer, Monatsh, Chemie 49, 154) was dissolved in 2 ml of 2,3-dihydroxy-propylamine at 5° to 10° C. and stirred at this temperature for half an hour, whereupon the orange solution was pour on ice and the precipitated yellow crystals were filtered with suction. 0.2 g (64 Percent of the theoretical yield) of the dye was obtained, it had a melting of 82° C. The reactants are ClC=1C=C(N)C=CC1Cl (3,4-dichloroaniline), O (water), ClC(C(=O)O)C (2-chloropropionic acid), C([O-])(O)=O.[Na+] (sodium bicarbonate), O (water). Run in C(C)(C)O (isopropanol). Run at temperature 40 celsius. The product is ClC=1C=C(C=CC1Cl)N[C@@H](C)C(=O)O (N-(3,4-dichlorophenyl)alanine). Reaction SMILES: [Cl:1][C:2]1[CH:3]=[C:4]([CH:6]=[CH:7][C:8]=1[Cl:9])[NH2:5].O.Cl[CH:12]([CH3:16])[C:13]([OH:15])=[O:14].C(=O)(O)[O-].[Na+]>C(O)(C)C>[Cl:1][C:2]1[CH:3]=[C:4]([NH:5][C@H:12]([C:13]([OH:15])=[O:14])[CH3:16])[CH:6]=[CH:7][C:8]=1[Cl:9] |f:3.4|. Reported procedure: Using the procedure set forth in U.S. Pat. No. 3,598,859, the disclosure of which is incorporated herein by reference in its entirety. N-(3,4-dichlorophenyl)alanine was prepared. Specifically, to a solution of 3,4-dichloroaniline (1 equivalent) (Aldrich) in isopropanol (about 500 mL per mole of 3,4-dichloroaniline) is added water (about 0.06 mL per mL of isopropanol) and 2-chloropropionic acid (2 equivalents) (Aldrich). This mixture is warmed to 40° C. and sodium bicarbonate (0.25 equivalents) i...